This data is from the Open Reaction Database (ORD), a public repository of structured organic reaction records. The task is: describe an organic reaction: reactants, conditions, products, and yield The reactants are C1CCOC1, O=C1Cc2c(CCO)cccc2N1, O=C=Nc1ccccc1-c1ccccc1, c1ccncc1. Yields the product O=C1Cc2c(CCOC(=O)Nc3ccccc3-c3ccccc3)cccc2N1. RXN SMILES: [O:29]1[CH2:30][CH2:31][CH2:32][CH2:33]1.[OH:16][CH2:17][CH2:18][c:19]1[c:20]2[c:24]([cH:25][cH:26][cH:27]1)[NH:23][C:22](=[O:28])[CH2:21]2.[c:1]1(-[c:10]2[cH:11][cH:12][cH:13][cH:14][cH:15]2)[c:2]([N:7]=[C:8]=[O:9])[cH:3][cH:4][cH:5][cH:6]1.[cH:34]1[cH:35][cH:36][n:37][cH:38][cH:39]1>>[c:1]1(-[c:10]2[cH:11][cH:12][cH:13][cH:14][cH:15]2)[c:2]([NH:7][C:8](=[O:9])[O:16][CH2:17][CH2:18][c:19]2[c:20]3[c:24]([cH:25][cH:26][cH:27]2)[NH:23][C:22](=[O:28])[CH2:21]3)[cH:3][cH:4][cH:5][cH:6]1. The reactants are CC1=NC2=C(N1CC1=CC=C(C=C1)C1=C(C=CC=C1)C#N)C=C(C=C2)C2=NC1=C(N2C)C=CC=C1 (4'-[[2-methyl-6-(1-methylbenzimidazol-2-yl)-benzimidazol-1-yl]methyl]-2-cyano-biphenyl), [N-]=[N+]=[N-].[Na+] (sodium azide). Run in CN(C=O)C (dimethylformamide). Product: CC1=NC2=C(N1CC1=CC=C(C=C1)C1=C(C=CC=C1)C1=NN=NN1)C=C(C=C2)C2=NC1=C(N2C)C=CC=C1 (4'-[[2-Methyl-6-(1-methylbenzimidazol-2-yl)-benzimidazol-1-yl]methyl]-2-(1H-tetrazol-5-yl)-biphenyl). Reaction SMILES: [CH3:1][C:2]1[N:6]([CH2:7][C:8]2[CH:13]=[CH:12][C:11]([C:14]3[CH:19]=[CH:18][CH:17]=[CH:16][C:15]=3[C:20]#[N:21])=[CH:10][CH:9]=2)[C:5]2[CH:22]=[C:23]([C:26]3[N:30]([CH3:31])[C:29]4[CH:32]=[CH:33][CH:34]=[CH:35][C:28]=4[N:27]=3)[CH:24]=[CH:25][C:4]=2[N:3]=1.[N-:36]=[N+:37]=[N-:38].[Na+]>CN(C)C=O>[CH3:1][C:2]1[N:6]([CH2:7][C:8]2[CH:9]=[CH:10][C:11]([C:14]3[CH:19]=[CH:18][CH:17]=[CH:16][C:15]=3[C:20]3[NH:38][N:37]=[N:36][N:21]=3)=[CH:12][CH:13]=2)[C:5]2[CH:22]=[C:23]([C:26]3[N:30]([CH3:31])[C:29]4[CH:32]=[CH:33][CH:34]=[CH:35][C:28]=4[N:27]=3)[CH:24]=[CH:25][C:4]=2[N:3]=1 |f:1.2|. Reported procedure: Prepared analogously to Example 41 from 4'-[[2-methyl-6-(1-methylbenzimidazol-2-yl)-benzimidazol-1-yl]methyl]-2-cyano-biphenyl and sodium azide in dimethylformamide.